Dataset: the Open Reaction Database (ORD), a public repository of structured organic reaction records. Task: describe an organic reaction: reactants, conditions, products, and yield Reactants: O=C1CCC(=O)N1Br, ClCCl, COC1(c2ccc(C(F)(F)F)cc2CO)CCN(C(=O)OC(C)(C)C)CC1, c1ccc(P(c2ccccc2)c2ccccc2)cc1. The product is COC1(c2ccc(C(F)(F)F)cc2CBr)CCN(C(=O)OC(C)(C)C)CC1. Reaction SMILES: [Br:28][N:29]1[C:30](=[O:31])[CH2:32][CH2:33][C:34]1=[O:35].[CH2:55]([Cl:56])[Cl:57].[OH:1][CH2:2][c:3]1[c:4]([C:13]2([O:26][CH3:27])[CH2:14][CH2:15][N:16]([C:19](=[O:20])[O:21][C:22]([CH3:23])([CH3:24])[CH3:25])[CH2:17][CH2:18]2)[cH:5][cH:6][c:7]([C:9]([F:10])([F:11])[F:12])[cH:8]1.[c:36]1([P:37]([c:38]2[cH:39][cH:40][cH:41][cH:42][cH:43]2)[c:44]2[cH:45][cH:46][cH:47][cH:48][cH:49]2)[cH:50][cH:51][cH:52][cH:53][cH:54]1>>[CH2:2]([c:3]1[c:4]([C:13]2([O:26][CH3:27])[CH2:14][CH2:15][N:16]([C:19](=[O:20])[O:21][C:22]([CH3:23])([CH3:24])[CH3:25])[CH2:17][CH2:18]2)[cH:5][cH:6][c:7]([C:9]([F:10])([F:11])[F:12])[cH:8]1)[Br:28]. Reactants: [H-].[Na+] (NaH), C(OCC)(OCC)=O (Diethyl carbonate), [H-].[Na+].C1CCOC1 (NaH THF), COC=1C=C2CCCC(C2=CC1)=O (6-Methoxy-1-tetralone). Run in hexanes, C1CCOC1 (THF), C1CCOC1 (THF), C1CCOC1 (THF), CC(=O)O (AcOH), CCOCC (Et2O). The product is C(C)OC(=O)C1C(C2=CC=C(C=C2CC1)OC)=O (6-Methoxy-1-oxo-1,2,3,4-tetrahydronaphthalene-2-carboxylic acid ethyl ester). Isolated yield 106.5%. As a reaction SMILES: [H-].[Na+].[C:3](=[O:10])([O:7][CH2:8][CH3:9])OCC.[H-].[Na+].C1COCC1.[CH3:18][O:19][C:20]1[CH:21]=[C:22]2[C:27](=[CH:28][CH:29]=1)[C:26](=[O:30])[CH2:25][CH2:24][CH2:23]2>C1COCC1.CCOCC.CC(O)=O>[CH2:8]([O:7][C:3]([CH:25]1[CH2:24][CH2:23][C:22]2[C:27](=[CH:28][CH:29]=[C:20]([O:19][CH3:18])[CH:21]=2)[C:26]1=[O:30])=[O:10])[CH3:9] |f:0.1,3.4.5|. Procedure details: NaH (3.4 g, 60% in mineral oil, 83.3 mmol) was washed with hexanes (3×70 mL) and THF (1×30 mL) in an oven dried 3 neck round-bottomed flask. Diethyl carbonate (5.5 mL, 45.4 mmol) was added to the NaH/THF suspension in anhydrous THF (20 mL) and the slurry was heated at reflux under N2. 6-Methoxy-1-tetralone (4 g, 22.7 mmol) in THF (40 mL) was added dropwise via an addition funnel to the suspension at reflux. The reaction mixture was then heated at reflux for 2 days. The solution was cooled to roo... Starting materials: COP(OC)(=O)CC(CCCCC1=NC(=CC=C1)NCC1=CC=C(C=C1)OC)=O ({6-[6-(4-Methoxy-benzylamino)-pyridin-2-yl]-2-oxo-hexyl}-phosphonic acid dimethyl ester), CC1=NC=C(C=N1)C=O (2-methyl-pyrimidine-5-carbaldehyde), [OH-].[Na+] (NaOH). Solvent: C1CCOC1 (THF). Reaction conditions: time 10 minute. Yields the product COC1=CC=C(CNC2=CC=CC(=N2)CCCCC(C=CC=2C=NC(=NC2)C)=O)C=C1 (7-[6-(4-Methoxy-benzylamino)-pyridin-2-yl]-1-(2-methyl-pyrimidin-5-yl)-hept-1-en-3-one). The yield is 65.2%. Reaction SMILES: COP([CH2:7][C:8](=[O:29])[CH2:9][CH2:10][CH2:11][CH2:12][C:13]1[CH:18]=[CH:17][CH:16]=[C:15]([NH:19][CH2:20][C:21]2[CH:26]=[CH:25][C:24]([O:27][CH3:28])=[CH:23][CH:22]=2)[N:14]=1)(=O)OC.[CH3:30][C:31]1[N:36]=[CH:35][C:34]([CH:37]=O)=[CH:33][N:32]=1.[OH-].[Na+]>C1COCC1>[CH3:28][O:27][C:24]1[CH:23]=[CH:22][C:21]([CH2:20][NH:19][C:15]2[N:14]=[C:13]([CH2:12][CH2:11][CH2:10][CH2:9][C:8](=[O:29])[CH:7]=[CH:37][C:34]3[CH:33]=[N:32][C:31]([CH3:30])=[N:36][CH:35]=3)[CH:18]=[CH:17][CH:16]=2)=[CH:26][CH:25]=1 |f:2.3|. Procedure: To a solution of 6-7 (42.8 g, 102 mmol) and 2-methyl-pyrimidine-5-carbaldehyde (12.45 g, 102 mmol) in THF (250 mL) at 0° was added 4M NaOH (26.7 mL, 107 mmol) dropwise. After 15 minutes the ice bath was removed and the mixture stirred for an additional 10 minutes. The solution was diluted with water, extracted with ethyl acetate, and dried (Na2SO4). Following concentration, the residue was triturated with ether to give 27.7 g (61%) of 16-1 as a white solid. Reactants: ClC=1C=C(C=C(C1OC1=C(C=C(C=C1)[N+](=O)[O-])Cl)Cl)S(=O)(=O)Cl (3,5-Dichloro-4-(2-Chloro-4-Nitrophenoxy)Benzene-1-Sulfonyl Chloride), CCN(C(C)C)C(C)C (DIEA), C(C)(C)OC1=CC=C(N)C=C1 (4-isopropoxyaniline). The solvent is ClCCl (dichloromethane). Conditions: temperature 40 celsius. The product is ClC=1C=C(C=C(C1OC1=C(C=C(C=C1)[N+](=O)[O-])Cl)Cl)S(=O)(=O)NC1=CC=C(C=C1)OC(C)C (3,5-dichloro-4-(2-chloro-4-nitrophenoxy)-N-[4-isopropoxyphenyl]benzenesulfonamide). The yield is 63.0%. Reaction SMILES: [Cl:1][C:2]1[CH:3]=[C:4]([S:20](Cl)(=[O:22])=[O:21])[CH:5]=[C:6]([Cl:19])[C:7]=1[O:8][C:9]1[CH:14]=[CH:13][C:12]([N+:15]([O-:17])=[O:16])=[CH:11][C:10]=1[Cl:18].CCN(C(C)C)C(C)C.[CH:33]([O:36][C:37]1[CH:43]=[CH:42][C:40]([NH2:41])=[CH:39][CH:38]=1)([CH3:35])[CH3:34]>ClCCl>[Cl:1][C:2]1[CH:3]=[C:4]([S:20]([NH:41][C:40]2[CH:39]=[CH:38][C:37]([O:36][CH:33]([CH3:35])[CH3:34])=[CH:43][CH:42]=2)(=[O:22])=[O:21])[CH:5]=[C:6]([Cl:19])[C:7]=1[O:8][C:9]1[CH:14]=[CH:13][C:12]([N+:15]([O-:17])=[O:16])=[CH:11][C:10]=1[Cl:18]. Procedure details: To 100 mg of 3,5-Dichloro-4-(2-Chloro-4-Nitrophenoxy)Benzene-1-Sulfonyl Chloride (0.23 m.mol) was added 0.2 ml of DIEA, 5 ml of dichloromethane and 150 mg of 4-isopropoxyaniline. The mixture was maintained at 40° C. for 4 hours. The solvent was evaporated and the residue dissolved in ethyl acetate and washed with water and brine. The organic layer was dried over anhydrous Na2SO4 and the solvent evaporated. The residue as purified using radial silica-gel chromatography using 1:4 ethyl acetate:hex...